Dataset: the Open Reaction Database (ORD), a public repository of structured organic reaction records. Task: describe an organic reaction: reactants, conditions, products, and yield Reactants: CCN=C=NCCCN(C)C, CN1CCCC1=O, O=C(O)c1cnoc1-c1ccc(Cl)cc1, Cl, c1cncc(C2CCNC2)c1, O, On1nnc2ccccc21. Product: O=C(c1cnoc1-c1ccc(Cl)cc1)N1CCC(c2cccnc2)C1. As a reaction SMILES: [CH2:38]([N:39]=[C:40]=[N:41][CH2:42][CH2:43][CH2:44][N:45]([CH3:46])[CH3:47])[CH3:48].[CH3:49][N:50]1[CH2:51][CH2:52][CH2:53][C:54]1=[O:55].[Cl:12][c:13]1[cH:14][cH:15][c:16](-[c:19]2[c:20]([C:24](=[O:25])[OH:26])[cH:21][n:22][o:23]2)[cH:17][cH:18]1.[ClH:37].[NH:1]1[CH2:2][CH:3]([c:6]2[cH:7][n:8][cH:9][cH:10][cH:11]2)[CH2:4][CH2:5]1.[OH2:56].[OH:27][n:28]1[c:29]2[cH:30][cH:31][cH:32][cH:33][c:34]2[n:35][n:36]1>>[N:1]1([C:24]([c:20]2[c:19](-[c:16]3[cH:15][cH:14][c:13]([Cl:12])[cH:18][cH:17]3)[o:23][n:22][cH:21]2)=[O:25])[CH2:2][CH:3]([c:6]2[cH:7][n:8][cH:9][cH:10][cH:11]2)[CH2:4][CH2:5]1. Starting materials: C=1(C(=CC=CC1)C)C (xylene), COC=1C=C(C=CC1)C(C1=CC=CC=C1)N=CC1=CC=CC=C1 (3-methoxyphenylbenzylidenebenzylamine), C1(CCC(=O)O1)=O (succinic anhydride). The solvent is CCOCC (ether). The product is C(C1=CC=CC=C1)N1C(C(CC1=O)C(=O)O)C1=CC(=CC=C1)OC (1-Benzyl-2-(3-methoxyphenyl)-5-oxopyrrolidin-3-carboxylic acid). As a reaction SMILES: C1(C)C(C)=CC=CC=1.[CH3:9][O:10][C:11]1[CH:12]=[C:13]([CH:17]([N:24]=[CH:25][C:26]2[CH:31]=[CH:30][CH:29]=[CH:28][CH:27]=2)C2C=CC=CC=2)[CH:14]=[CH:15][CH:16]=1.[C:32]1(=[O:38])[O:37][C:35](=[O:36])[CH2:34][CH2:33]1>CCOCC>[CH2:25]([N:24]1[C:35](=[O:36])[CH2:34][CH:33]([C:32]([OH:37])=[O:38])[CH:17]1[C:13]1[CH:14]=[CH:15][CH:16]=[C:11]([O:10][CH3:9])[CH:12]=1)[C:26]1[CH:27]=[CH:28][CH:29]=[CH:30][CH:31]=1. Reported procedure: To 450 ml. of xylene was added 143.3 gm of 3-methoxyphenylbenzylidenebenzylamine and 63.9 gm. of succinic anhydride. The solution was refluxed for 15 hours, cooled and extracted with saturated sodium bicarbonate solution. After washing the basic solution with ether, the aqueous phase was acidified with concentrated hydrochloric acid to provide a white gum. The gum was dissolved in ether, dried (Na2SO4), filtered and concentrated in vacuo to a semi-solid which was titurated with anhydrous ethyl e... The reactants are FC1=C(C=CC(=C1)F)[C@@]1(O[C@H]1C)CN1N=CN=C1 ((2R,3S)-2-(2,4-difluorophenyl)-3-methyl-2-(1H-1,2,4-triazol-1-yl)methyloxirane), Cl(=O)(=O)(=O)[O-].[Li+] (lithium perchlorate), N1(CCNCC1)C=1SC=CN1 (2-(piperazin-1-yl)thiazole). Run in C(C)#N (acetonitrile). Product: FC1=C(C=CC(=C1)F)[C@@](CN1N=CN=C1)([C@@H](C)N1CCN(CC1)C=1SC=CN1)O ((2R,3R)-2-(2,4-Difluorophenyl)-3-[4-(2-thiazolyl)piperazin-1-yl]-1-(1H-1,2,4-triazol-1-yl)butan-2-ol). Isolated yield 77.3%. Reaction SMILES: [F:1][C:2]1[CH:7]=[C:6]([F:8])[CH:5]=[CH:4][C:3]=1[C@@:9]1([CH2:13][N:14]2[CH:18]=[N:17][CH:16]=[N:15]2)[C@H:11]([CH3:12])[O:10]1.Cl([O-])(=O)(=O)=O.[Li+].[N:25]1([C:31]2[S:32][CH:33]=[CH:34][N:35]=2)[CH2:30][CH2:29][NH:28][CH2:27][CH2:26]1>C(#N)C>[F:1][C:2]1[CH:7]=[C:6]([F:8])[CH:5]=[CH:4][C:3]=1[C@:9]([OH:10])([C@H:11]([N:28]1[CH2:29][CH2:30][N:25]([C:31]2[S:32][CH:33]=[CH:34][N:35]=2)[CH2:26][CH2:27]1)[CH3:12])[CH2:13][N:14]1[CH:18]=[N:17][CH:16]=[N:15]1 |f:1.2|. Reported procedure: To a mixture of (2R,3S)-2-(2,4-difluorophenyl)-3-methyl-2-(1H-1,2,4-triazol-1-yl)methyloxirane IV (502 mg, 2 mmol) and lithium perchlorate (320 mg, 3 mmol) in acetonitrile (10 ml), 2-(piperazin-1-yl)thiazole (X)(507 mg, 3 mmol) was added. The resulting mixture was heated under reflux for 48 h. The reaction mixture was cooled, concentrated under reduced pressure. The residue was disolved in chloroform, washed with water, brine, dried (Na2SO4) and concentrated. The resulting product was purified o... Reactants: CC1=C(C=C(O1)[Si](C)(C)C)C=O (5-methyl-2-trimethylsilyl-4-furaldehyde), C(C)[Si](C=1OC=C(C1)C=O)(CC)CC (2-triethylsilyl-4-furaldehyde), C(C)[Si](C=1OC=C(C1)C=O)(CC)CC (2-triethylsilyl-4-furaldehyde), C[Si](C=1OC=C(C1)C=O)(C)C (2-trimethylsilyl-4-furaldehyde), CI (methyl iodide), ICCCC (1-iodobutane). Product: C(CCC)C1=C(C=C(O1)[Si](CC)(CC)CC)C=O (5-butyl-2-triethylsilyl-4-furaldehyde). RXN SMILES: [CH3:1][C:2]1OC([Si](C)(C)C)=[CH:4][C:3]=1C=O.C[Si](C)(C)C1OC=C(C=O)C=1.CI.[CH2:26]([Si:28]([CH2:38][CH3:39])([CH2:36][CH3:37])[C:29]1[O:30][CH:31]=[C:32]([CH:34]=[O:35])[CH:33]=1)[CH3:27].ICCCC>>[CH2:1]([C:31]1[O:30][C:29]([Si:28]([CH2:36][CH3:37])([CH2:26][CH3:27])[CH2:38][CH3:39])=[CH:33][C:32]=1[CH:34]=[O:35])[CH2:2][CH2:3][CH3:4]. Procedure details: Using the same procedure as for 5-methyl-2-trimethylsilyl-4-furaldehyde but substituting 2-trimethylsilyl-4-furaldehyde (Compound 30) and methyl iodide with 2-triethylsilyl-4-furaldehyde (Compound 31) and 1-iodobutane, respectively, gives 5-butyl-2-triethylsilyl-4-furaldehyde (Compound 41). IR (neat): 1690 cm-1; 'HNMR (CDCl3):0.73 (q, 6H, J=8.4 Hz), 0.95 (m, 12H), 1.36 (p, 2H, J=7.5 Hz), 1.69 (p, 2H, J=7.5 Hz), 2.94 (t, 2H, J=7.5 Hz), 6.89 (s, 1H) and 9.91 (s, 1H) 13CNMR (CDCl3): 3.03, 7.17, 13.... Starting materials: C=CCBr, CCO, [K+], [OH-], O, CC(=O)CCc1ccc(O)cc1. Yields the product C=CCOc1ccc(CCC(C)=O)cc1. As a reaction SMILES: [CH2:15]([CH:16]=[CH2:17])[Br:18].[CH3:20][CH2:21][OH:22].[K+:14].[OH-:13].[OH2:19].[OH:1][c:2]1[cH:3][cH:4][c:5]([CH2:6][CH2:7][C:8]([CH3:9])=[O:10])[cH:11][cH:12]1>>[O:1]([c:2]1[cH:3][cH:4][c:5]([CH2:6][CH2:7][C:8]([CH3:9])=[O:10])[cH:11][cH:12]1)[CH2:17][CH:16]=[CH2:15]. Reactants: CS(=O)(=O)Nn1c(=O)[nH]c2cc([N+](=O)[O-])c(F)cc2c1=O, NC(CO)Cc1ccccc1. The product is CS(=O)(=O)Nn1c(=O)[nH]c2cc([N+](=O)[O-])c(NC(CO)Cc3ccccc3)cc2c1=O. RXN SMILES: [F:1][c:2]1[cH:3][c:4]2[c:5](=[O:21])[n:6]([NH:16][S:17](=[O:18])(=[O:19])[CH3:20])[c:7](=[O:15])[nH:8][c:9]2[cH:10][c:11]1[N+:12](=[O:13])[O-:14].[NH2:22][CH:23]([CH2:24][OH:25])[CH2:26][c:27]1[cH:28][cH:29][cH:30][cH:31][cH:32]1>>[c:2]1([NH:22][CH:23]([CH2:24][OH:25])[CH2:26][c:27]2[cH:28][cH:29][cH:30][cH:31][cH:32]2)[cH:3][c:4]2[c:5](=[O:21])[n:6]([NH:16][S:17](=[O:18])(=[O:19])[CH3:20])[c:7](=[O:15])[nH:8][c:9]2[cH:10][c:11]1[N+:12](=[O:13])[O-:14]. The reactants are CC(=O)O, CCOC(C)=O, CC(C)n1nc(CC(=O)c2ccccc2)ccc1=O, O=N[O-], [Na+], O. The product is CC(C)n1nc(C(=NO)C(=O)c2ccccc2)ccc1=O. Reaction SMILES: [C:25]([OH:26])(=[O:27])[CH3:28].[CH3:29][CH2:30][O:31][C:32]([CH3:33])=[O:34].[CH:6]([CH3:7])([CH3:8])[n:9]1[n:10][c:11]([CH2:16][C:17]([c:18]2[cH:19][cH:20][cH:21][cH:22][cH:23]2)=[O:24])[cH:12][cH:13][c:14]1=[O:15].[N:1](=[O:2])[O-:3].[Na+:4].[OH2:5]>>[N:1]([OH:3])=[C:16]([c:11]1[n:10][n:9]([CH:6]([CH3:7])[CH3:8])[c:14](=[O:15])[cH:13][cH:12]1)[C:17]([c:18]1[cH:19][cH:20][cH:21][cH:22][cH:23]1)=[O:24]. Starting materials: ON=C(N)C1=CC2=C(NC=N2)C=C1 (N′-hydroxy-1H-benzimidazole-5-carboximidamide), C(#N)C=1C=C2C=CNC2=CC1 (5-cyanoindole). The product is ON=C(N)C=1C=C2C=CNC2=CC1 (N′-hydroxyl-1H-indole-5-carboximidamide). As a reaction SMILES: [OH:1][N:2]=[C:3]([C:5]1[CH:13]=[CH:12][C:8]2[NH:9][CH:10]=N[C:7]=2[CH:6]=1)[NH2:4].[C:14](C1C=C2C(=CC=1)NC=C2)#N>>[OH:1][N:2]=[C:3]([C:5]1[CH:6]=[C:7]2[C:8](=[CH:12][CH:13]=1)[NH:9][CH:10]=[CH:14]2)[NH2:4]. Procedure details: The title compound was prepared following procedure described for Intermediate 1, step 2, but starting from 5-cyanoindole (2 g; 14.07 mmol) as a brown solid (2.4 g, 97%). HPLC (Method A), Rt 0.95 min (Purity: 88.8%). LC/MS (Method B): 176.1 (M+H)+. The reactants are ClC1=C(C(=O)O)C=CC=C1 (2-chlorobenzoic acid), N1=CC=C(C=C1)C(CN)C=1C=CC(=NC1)C(F)(F)F (2-(pyridin-4-yl)-2-(2-(trifluoromethyl)pyridin-5-yl)ethanamine). Product: ClC1=C(C(=O)NCC(C=2C=CC(=NC2)C(F)(F)F)C2=CC=NC=C2)C=CC=C1 (2-chloro-N-(2-(pyridin-4-yl)-2-(2-(trifluoromethyl)pyridin-5-yl)ethyl)benzamide). RXN SMILES: [Cl:1][C:2]1[CH:10]=[CH:9][CH:8]=[CH:7][C:3]=1[C:4]([OH:6])=O.[N:11]1[CH:16]=[CH:15][C:14]([CH:17]([C:20]2[CH:21]=[CH:22][C:23]([C:26]([F:29])([F:28])[F:27])=[N:24][CH:25]=2)[CH2:18][NH2:19])=[CH:13][CH:12]=1>>[Cl:1][C:2]1[CH:10]=[CH:9][CH:8]=[CH:7][C:3]=1[C:4]([NH:19][CH2:18][CH:17]([C:14]1[CH:13]=[CH:12][N:11]=[CH:16][CH:15]=1)[C:20]1[CH:21]=[CH:22][C:23]([C:26]([F:29])([F:27])[F:28])=[N:24][CH:25]=1)=[O:6]. Procedure details: From 2-chlorobenzoic acid and 2-(pyridin-4-yl)-2-(2-(trifluoromethyl)pyridin-5-yl)ethanamine. LCMS (MH+): m/z=406.1, tR (minutes, Method F)=2.27 Reactants: ClC1=C(C(=O)Cl)C=C(C(=C1)F)C1=NN(C(=C1Cl)OC(F)F)C (2-chloro-5-(4-chloro-5-difluoromethoxy-1-methyl-1H-pyrazol-3-yl)-4-fluorobenzoyl chloride), C([O-])([O-])=O.[K+].[K+] (potassium carbonate), Cl.CON (methoxyamine hydrochloride). Run in C1(=CC=CC=C1)C (toluene), O (water). Conditions: time 4 hour. Product: CONC(C1=C(C=C(C(=C1)C1=NN(C(=C1Cl)OC(F)F)C)F)Cl)=O (N-Methoxy-2-chloro-5-(4-chloro-5-difluoromethoxy-1-methyl-1H-pyrazol-3-yl)-4-fluorobenzamide). As a reaction SMILES: [Cl:1][C:2]1[CH:10]=[C:9]([F:11])[C:8]([C:12]2[C:16]([Cl:17])=[C:15]([O:18][CH:19]([F:21])[F:20])[N:14]([CH3:22])[N:13]=2)=[CH:7][C:3]=1[C:4](Cl)=[O:5].C(=O)([O-])[O-].[K+].[K+].Cl.[CH3:30][O:31][NH2:32]>C1(C)C=CC=CC=1.O>[CH3:30][O:31][NH:32][C:4](=[O:5])[C:3]1[CH:7]=[C:8]([C:12]2[C:16]([Cl:17])=[C:15]([O:18][CH:19]([F:21])[F:20])[N:14]([CH3:22])[N:13]=2)[C:9]([F:11])=[CH:10][C:2]=1[Cl:1] |f:1.2.3,4.5|. Procedure: A solution of 8.4 g (22 mmol) of 2-chloro-5-(4-chloro-5-difluoromethoxy-1-methyl-1H-pyrazol-3-yl)-4-fluorobenzoyl chloride in 150 ml of toluene was treated with 34 g (0.24 mol) of potassium carbonate, and 16 g (48 mmol) of a 25% strength aqueous methoxyamine hydrochloride solution was subsequently added dropwise. After the reaction mixture had been stirred for 4 hours, it was diluted with 0.5 l of water. The organic phase was then separated off, washed with saturated aqueous sodium chloride solu...